describe an organic reaction: reactants, conditions, products, and yield From a dataset of the Open Reaction Database (ORD), a public repository of structured organic reaction records. Reactants: FC(F)(F)c1cccc2c(-c3ccc(Cl)cc3)n(Cc3ccccc3)nc12, COCCOC, CC(C)(C)[O-], CN(C)c1ccccc1-c1ccccc1P(C1CCCCC1)C1CCCCC1, NC(=O)C1CCNCC1, [Na+]. Product: NC(=O)C1CCN(c2ccc(-c3c4cccc(C(F)(F)F)c4nn3Cc3ccccc3)cc2)CC1. Reaction SMILES: [CH2:1]([c:2]1[cH:3][cH:4][cH:5][cH:6][cH:7]1)[n:8]1[n:9][c:10]2[c:11]([C:24]([F:25])([F:26])[F:27])[cH:12][cH:13][cH:14][c:15]2[c:16]1-[c:17]1[cH:18][cH:19][c:20]([Cl:23])[cH:21][cH:22]1.[CH2:71]([CH2:72][O:73][CH3:74])[O:75][CH3:76].[CH3:65][C:66]([CH3:67])([O-:68])[CH3:69].[CH:37]1([P:38]([CH:39]2[CH2:40][CH2:41][CH2:42][CH2:43][CH2:44]2)[c:45]2[cH:46][cH:47][cH:48][cH:49][c:50]2-[c:51]2[cH:52][cH:53][cH:54][cH:55][c:56]2[N:57]([CH3:58])[CH3:59])[CH2:60][CH2:61][CH2:62][CH2:63][CH2:64]1.[NH:28]1[CH2:29][CH2:30][CH:31]([C:32](=[O:33])[NH2:34])[CH2:35][CH2:36]1.[Na+:70]>>[CH2:1]([c:2]1[cH:3][cH:4][cH:5][cH:6][cH:7]1)[n:8]1[n:9][c:10]2[c:11]([C:24]([F:25])([F:26])[F:27])[cH:12][cH:13][cH:14][c:15]2[c:16]1-[c:17]1[cH:18][cH:19][c:20]([N:28]2[CH2:29][CH2:30][CH:31]([C:32](=[O:33])[NH2:34])[CH2:35][CH2:36]2)[cH:21][cH:22]1. Starting materials: C(CCCCCCCCCCCCCCCCC)OCC(COC(C1=CC=CC=C1)(C1=CC=CC=C1)C1=CC=CC=C1)OC(=O)N1CCOCC1 (3-Octadecyl-2-morpholinocarbonyl-1-tritylglycerol). Solvent: C(C)(=O)O (acetic acid). Conditions: temperature 100 celsius. Yields the product C(CCCCCCCCCCCCCCCCC)OCC(CO)OC(=O)N1CCOCC1 (3-Octadecyl-2-morpholinocarbonylglycerol). Yield: 73.6%. As a reaction SMILES: [CH2:1]([O:19][CH2:20][CH:21]([O:43][C:44]([N:46]1[CH2:51][CH2:50][O:49][CH2:48][CH2:47]1)=[O:45])[CH2:22][O:23]C(C1C=CC=CC=1)(C1C=CC=CC=1)C1C=CC=CC=1)[CH2:2][CH2:3][CH2:4][CH2:5][CH2:6][CH2:7][CH2:8][CH2:9][CH2:10][CH2:11][CH2:12][CH2:13][CH2:14][CH2:15][CH2:16][CH2:17][CH3:18]>C(O)(=O)C>[CH2:1]([O:19][CH2:20][CH:21]([O:43][C:44]([N:46]1[CH2:51][CH2:50][O:49][CH2:48][CH2:47]1)=[O:45])[CH2:22][OH:23])[CH2:2][CH2:3][CH2:4][CH2:5][CH2:6][CH2:7][CH2:8][CH2:9][CH2:10][CH2:11][CH2:12][CH2:13][CH2:14][CH2:15][CH2:16][CH2:17][CH3:18]. Procedure: The glycerol compound (2.7 g) obtained in Example 42 was dissolved in 30 ml of 80% acetic acid, and the solution was heated at 100° C. for an hour. The solvent was then distilled off and the residue was purified by silica gel column chromatography to give 1.3 g of the above-identified compound melting at 48°-49° C. Starting materials: BrN1C(CCC1=O)=O (N-bromosuccinimide), C(C1=CC=CC=C1)C1=NC2C(N(C2S1)C(C(=O)OCC1=CC=C(C=C1)[N+](=O)[O-])=C(C)O)=O (p-nitrobenzyl α-[3-benzyl-7-oxo-4-thia-2,6-diazabicyclo[3,2,0]hept-2-en-6-yl]-α-(1-hydroxyethylidene)acetate), CS(=O)(=O)Cl (methanesulfonyl chloride), N1CCOCC1 (morpholine), S(=O)(=O)([O-])[O-].[Mg+2] (magnesium sulfate). Solvent: O (water), C(C)N(CC)CC (triethylamine), C(Cl)Cl (methylene chloride). Run at time 65 minute. Product: C(C1=CC=CC=C1)C1=NC2C(N(C2S1)C(C(=O)OCC1=CC=C(C=C1)[N+](=O)[O-])=C(CBr)N1CCOCC1)=O (p-nitrobenzyl α-[3-benzyl-7-oxo-4-thia-2,6-diazabicyclo[3,2,0]hept-2-en-6-yl]-α-(1-morpholino-2-bromoethylidene)acetate). The yield is 65.0%. RXN SMILES: [CH2:1]([C:8]1[S:14][CH:13]2[CH:10]([C:11](=[O:32])[N:12]2[C:15](=[C:29](O)[CH3:30])[C:16]([O:18][CH2:19][C:20]2[CH:25]=[CH:24][C:23]([N+:26]([O-:28])=[O:27])=[CH:22][CH:21]=2)=[O:17])[N:9]=1)[C:2]1[CH:7]=[CH:6][CH:5]=[CH:4][CH:3]=1.CS(Cl)(=O)=O.[NH:38]1[CH2:43][CH2:42][O:41][CH2:40][CH2:39]1.[Br:44]N1C(=O)CCC1=O.S([O-])([O-])(=O)=O.[Mg+2]>C(Cl)Cl.O.C(N(CC)CC)C>[CH2:1]([C:8]1[S:14][CH:13]2[CH:10]([C:11](=[O:32])[N:12]2[C:15](=[C:29]([N:38]2[CH2:43][CH2:42][O:41][CH2:40][CH2:39]2)[CH2:30][Br:44])[C:16]([O:18][CH2:19][C:20]2[CH:25]=[CH:24][C:23]([N+:26]([O-:28])=[O:27])=[CH:22][CH:21]=2)=[O:17])[N:9]=1)[C:2]1[CH:3]=[CH:4][CH:5]=[CH:6][CH:7]=1 |f:4.5|. Procedure details: One dissolves p-nitrobenzyl α-[3-benzyl-7-oxo-4-thia-2,6-diazabicyclo[3,2,0]hept-2-en-6-yl]-α-(1-hydroxyethylidene)acetate (827 mg) in methylene chloride (10 ml), cools to -20° C., adds a solution of methanesulfonyl chloride (1 M in methylene chloride; 2.2 ml) and a solution of triethylamine (1 M in methylene chloride; 2.2 ml), stirs for 90 minutes, cools to -25° C., adds morpholine (0.35 ml), stirs for 65 minutes, adds N-bromosuccinimide (340 mg), and stirs for 1 hour. One washes the reaction m... Reactants: CC=1[Te]C2=C(N1)C=CC=C2 (2-methylbenzotellurazole), I (hydriodic acid). Run in CC(=O)C (acetone). Reaction conditions: time 10 minute. Yields the product [I-].CC1[Te]C2=C([NH2+]1)C=CC=C2 (2-Methyl-3H-benzotellurazolium Iodide). Reaction SMILES: [CH3:1][C:2]1[Te:3][C:4]2[CH:10]=[CH:9][CH:8]=[CH:7][C:5]=2[N:6]=1.[IH:11]>CC(C)=O>[I-:11].[CH3:1][CH:2]1[NH2+:6][C:5]2[CH:7]=[CH:8][CH:9]=[CH:10][C:4]=2[Te:3]1 |f:3.4|. Procedure: To a solution of 2-methylbenzotellurazole (Example 18) (0.81 g, 0.0033 mole) in acetone (25 ml), chilled in an ice bath, was added slowly with stirring 55 mole percent hydriodic acid (1 ml). The product began precipitating from solution. After the addition was complete, the mixture was stirred at ice bath temperature for approximately 10 minutes. The solid was isolated by filtration, washed with diethyl ether, and dried under vacuum at room temperature. Yield 1.13 g (92%) of yellow powder, m.p. ...